Dataset: the Open Reaction Database (ORD), a public repository of structured organic reaction records. Task: describe an organic reaction: reactants, conditions, products, and yield Yields the product C=CCC1(C(=O)OC)C(=O)N(COC)c2ccc(C(F)(F)F)cc2CC1c1ccccc1OC. The reactants are C=CCBr, CN(C)C=O, COCN1C(=O)C(C(=O)OC)C(c2ccccc2OC)Cc2cc(C(F)(F)F)ccc21, [H-], [H-], [Na+]. As a reaction SMILES: [CH2:34]([CH:35]=[CH2:36])[Br:37].[CH3:39][N:40]([CH3:41])[CH:42]=[O:43].[CH3:3][O:4][C:5](=[O:6])[CH:7]1[C:8](=[O:33])[N:9]([CH2:30][O:31][CH3:32])[c:10]2[c:11]([cH:22][c:23]([C:26]([F:27])([F:28])[F:29])[cH:24][cH:25]2)[CH2:12][CH:13]1[c:14]1[c:15]([O:20][CH3:21])[cH:16][cH:17][cH:18][cH:19]1.[H-:1].[H-:38].[Na+:2]>>[CH3:3][O:4][C:5](=[O:6])[C:7]1([CH2:36][CH:35]=[CH2:34])[C:8](=[O:33])[N:9]([CH2:30][O:31][CH3:32])[c:10]2[c:11]([cH:22][c:23]([C:26]([F:27])([F:28])[F:29])[cH:24][cH:25]2)[CH2:12][CH:13]1[c:14]1[c:15]([O:20][CH3:21])[cH:16][cH:17][cH:18][cH:19]1. The reactants are ClC1=CC(=NC2=CC=C(C=C12)C)N1CCS(C2=C(C1)C=CC=C2)(=O)=O (4-(4-chloro-6-methylquinolin-2-yl)-2,3,4,5-tetrahydro-1,4-benzothiazepine 1,1-dioxide), N1C[C@@H]([C@H](C1)O)O ((3S,4S)-pyrrolidine-3,4-diol). Yields the product O=S1(CCN(CC2=C1C=CC=C2)C2=NC1=CC=C(C=C1C(=C2)N2C[C@@H]([C@H](C2)O)O)C)=O ((3S,4S)-1-[2-(1,1-Dioxido-2,3-dihydro-1,4-benzothiazepin-4(5H)-yl)-6-methylquinolin-4-yl]pyrrolidine-3,4-diol). Reaction SMILES: Cl[C:2]1[C:11]2[C:6](=[CH:7][CH:8]=[C:9]([CH3:12])[CH:10]=2)[N:5]=[C:4]([N:13]2[CH2:19][C:18]3[CH:20]=[CH:21][CH:22]=[CH:23][C:17]=3[S:16](=[O:25])(=[O:24])[CH2:15][CH2:14]2)[CH:3]=1.[NH:26]1[CH2:30][C@H:29]([OH:31])[C@@H:28]([OH:32])[CH2:27]1>>[O:24]=[S:16]1(=[O:25])[C:17]2[CH:23]=[CH:22][CH:21]=[CH:20][C:18]=2[CH2:19][N:13]([C:4]2[CH:3]=[C:2]([N:26]3[CH2:30][C@H:29]([OH:31])[C@@H:28]([OH:32])[CH2:27]3)[C:11]3[C:6](=[CH:7][CH:8]=[C:9]([CH3:12])[CH:10]=3)[N:5]=2)[CH2:14][CH2:15]1. Reported procedure: The title compound was prepared in analogy to Example 3-1 in Scheme 5 by using 4-(4-chloro-6-methylquinolin-2-yl)-2,3,4,5-tetrahydro-1,4-benzothiazepine 1,1-dioxide (prepared in analogy to the one in Example 2-1) and (3S,4S)-pyrrolidine-3,4-diol. MS obsd. (ESI+) [(M+H)+] 440, 1H NMR (400 MHz, CD3OD) δ ppm 8.03 (s, 1 H), 8.01 (s, 1 H), 7.80-7.78 (d, J=7.6 Hz, 1 H), 7.67-7.63 (m, 2 H), 7.54-7.50 (m, 2 H), 5.83 (s, 1 H), 5.21 (s, 2 H), 4.45 (s, 2 H), 4.22 (s, 2 H), 4.18-4.15 (m, 2 H), 3.67-3.60 (m,...